This data is from the Open Reaction Database (ORD), a public repository of structured organic reaction records. The task is: describe an organic reaction: reactants, conditions, products, and yield The reactants are COCC=1NC2=CC=CC=C2C1 (2-(methoxymethyl)-1H-indole), [H-].[Na+] (sodium hydride), ClC1=NC(=C2N=C(N(C2=N1)C)CN1CCC(CC1)C(C)(C)O)N1CCOCC1 (2-(1-((2-chloro-9-methyl-6-morpholino-9H-purin-8-yl)methyl)piperidin-4-yl)propan-2-ol). The solvent is O (water), CN(C)C=O (DMF). Run at temperature 180 celsius. The product is COCC=1N(C2=CC=CC=C2C1)C1=NC(=C2N=C(N(C2=N1)C)CN1CCC(CC1)C(C)(C)O)N1CCOCC1 (2-(1-((2-(2-(methoxymethyl)-1H-indol-1-yl)-9-methyl-6-morpholino-9H-purin-8-yl)methyl)piperidin-4-yl)propan-2-ol). Yield: 18.9%. RXN SMILES: [CH3:1][O:2][CH2:3][C:4]1[NH:5][C:6]2[C:11]([CH:12]=1)=[CH:10][CH:9]=[CH:8][CH:7]=2.[H-].[Na+].Cl[C:16]1[N:24]=[C:23]2[C:19]([N:20]=[C:21]([CH2:26][N:27]3[CH2:32][CH2:31][CH:30]([C:33]([OH:36])([CH3:35])[CH3:34])[CH2:29][CH2:28]3)[N:22]2[CH3:25])=[C:18]([N:37]2[CH2:42][CH2:41][O:40][CH2:39][CH2:38]2)[N:17]=1>CN(C=O)C.O>[CH3:1][O:2][CH2:3][C:4]1[N:5]([C:16]2[N:24]=[C:23]3[C:19]([N:20]=[C:21]([CH2:26][N:27]4[CH2:32][CH2:31][CH:30]([C:33]([OH:36])([CH3:35])[CH3:34])[CH2:29][CH2:28]4)[N:22]3[CH3:25])=[C:18]([N:37]3[CH2:38][CH2:39][O:40][CH2:41][CH2:42]3)[N:17]=2)[C:6]2[C:11]([CH:12]=1)=[CH:10][CH:9]=[CH:8][CH:7]=2 |f:1.2|. Reported procedure: To a solution of 2-(methoxymethyl)-1H-indole (57 mg, 0.35 mmol) in DMF (2 mL) was added sodium hydride (60% dispersion, 15 mg, 0.38 mmol) at 0° C. The mixture was stirred at 0° C. for 10 minutes before the addition of 2-(1-((2-chloro-9-methyl-6-morpholino-9H-purin-8-yl)methyl)piperidin-4-yl)propan-2-ol (120 mg, 0.29 mmol). The mixture was then heated in the microwave at 180° C. for 15 minutes. The reaction mixture was then diluted with water. The mixture was extracted with three times with EtOAc... Starting materials: C(Cl)(Cl)(Cl)Cl (carbon tetrachloride), CN(P(N(C)C)N(C)C)C (hexamethylphosphorous triamide), [Cl-].[Cl-].CN(P(N(C)C)N(C)C)C (hexamethylphosphorous triamide dichloride), O=C1NO[C@@H](C1)[C@@H](C(=O)OC(C1=CC=CC=C1)C1=CC=CC=C1)N1C(C=2C(C1=O)=CC=CC2)=O ((αS,5S)-oxo-α-phthalimido-5-isoxazolidine acetic acid, benzhydryl ester). Run in O1CCCC1 (tetrahydrofuran), O1CCCC1 (tetrahydrofuran), C(C)(=O)OCC (ethyl acetate), C1CCOC1 (THF). Reaction conditions: time 2 minute. The product is ClC1=NO[C@@H](C1)[C@@H](C(=O)OC(C1=CC=CC=C1)C1=CC=CC=C1)N1C(C=2C(C1=O)=CC=CC2)=O ((αS,5S)-Chloro-4,5-dihydro-α-phthalimido-5isoxazole acetic acid, benzhydryl ester). Yield: 39.7%. As a reaction SMILES: [C:1]([Cl:5])(Cl)(Cl)Cl.CN(C)P(N(C)C)N(C)C.O=C1[CH2:21][C@@H:20]([C@H:22]([N:39]2[C:43](=[O:44])[C:42]3=[CH:45][CH:46]=[CH:47][CH:48]=[C:41]3[C:40]2=[O:49])[C:23]([O:25][CH:26]([C:33]2[CH:38]=[CH:37][CH:36]=[CH:35][CH:34]=2)[C:27]2[CH:32]=[CH:31][CH:30]=[CH:29][CH:28]=2)=[O:24])[O:19][NH:18]1.[Cl-].[Cl-].CN(C)P(N(C)C)N(C)C>O1CCCC1.C(OCC)(=O)C>[Cl:5][C:1]1[CH2:21][C@@H:20]([C@H:22]([N:39]2[C:40](=[O:49])[C:41]3=[CH:48][CH:47]=[CH:46][CH:45]=[C:42]3[C:43]2=[O:44])[C:23]([O:25][CH:26]([C:33]2[CH:38]=[CH:37][CH:36]=[CH:35][CH:34]=2)[C:27]2[CH:32]=[CH:31][CH:30]=[CH:29][CH:28]=2)=[O:24])[O:19][N:18]=1 |f:3.4.5|. Procedure: To 192 μl (2 mmole) of carbon tetrachloride in 25 ml of dry tetrahydrofuran under N2 at room temperature is added 310 μl (1.9 mmole) of hexamethylphosphorous triamide dropwise over one minute. Within two minutes 590 mg. (1.3 mmole) of (αS,5S)-oxo-α-phthalimido-5-isoxazolidine acetic acid, benzhydryl ester acid in approximately 5 ml of dry THF is added rapidly. The heterogeneous solution in stirred at 45° for 48 hours. Alternatively, to 590 mg. (1.3 mmole) of (αS,5S)-oxo-α-phthalimido-5-isoxolidi...